describe an organic reaction: reactants, conditions, products, and yield From a dataset of the Open Reaction Database (ORD), a public repository of structured organic reaction records. Procedure: A solution of 75 mg (0.3 mmol) of methyl 4-(aminothioxomethyl)-5-methylthiothiophene-2-carboxylate (Maybridge, Cornwall, UK) was reacted with 92 mg, 0.3 mmol) of 2-bromo-1,2-diphenylethan-1-one in a manner similar to Example 8, step (a) to give, after preparative thin-layer chromatrography purification, methyl 4-(4,5-diphenyl(1,3-thiazol-2-yl))-5-methylthiothiophene-2-carboxylate (9 mg, 7%) as a solid. 1H-NMR (DMSO-d6; 300 MHz) δ8.94 (br s, 0.4H), 8.66 (s, 1H), 8.60 (br s, 0.3 H), 8.08 (s, 1H), ... As a reaction SMILES: [NH2:1][C:2](=[S:13])[C:3]1[CH:4]=[C:5]([C:9]([O:11][CH3:12])=[S:10])[S:6][C:7]=1[CH3:8].Br[CH:15]([C:24]1[CH:29]=[CH:28][CH:27]=[CH:26][CH:25]=1)[C:16]([C:18]1[CH:23]=[CH:22][CH:21]=[CH:20][CH:19]=1)=O>>[C:18]1([C:16]2[N:1]=[C:2]([C:3]3[CH:4]=[C:5]([C:9]([O:11][CH3:12])=[S:10])[S:6][C:7]=3[CH3:8])[S:13][C:15]=2[C:24]2[CH:25]=[CH:26][CH:27]=[CH:28][CH:29]=2)[CH:23]=[CH:22][CH:21]=[CH:20][CH:19]=1. Reactants: NC(C=1C=C(SC1C)C(=S)OC)=S (methyl 4-(aminothioxomethyl)-5-methylthiothiophene-2-carboxylate), BrC(C(=O)C1=CC=CC=C1)C1=CC=CC=C1 (2-bromo-1,2-diphenylethan-1-one). The product is C1(=CC=CC=C1)C=1N=C(SC1C1=CC=CC=C1)C=1C=C(SC1C)C(=S)OC (Methyl 4-(4,5-diphenyl(1,3-thiazol-2-yl))-5-methylthiothiophene-2-carboxylate). The reactants are C(#N)C=1C=CC2=C(N(C(=N2)C(C)(C2=C3C=CN(C3=C(C=C2SC)C)S(=O)(=O)C2=CC=C(C)C=C2)NS(=O)C(C)(C)C)COCC[Si](C)(C)C)C1 ((±)-N-(1-(6-cyano-1-((2-(trimethylsilyl)ethoxy)methyl)-1H-benzo[d]imidazol-2-yl)-1-(7-methyl-5-(methylthio)-1-tosyl-1H-indol-4-yl)ethyl)-2-methylpropane-2-sulfinamide), C(#N)C1=CC2=C(N(C(=N2)C(C)(C2=C3C=CN(C3=C(C=C2SC)C)S(=O)(=O)C2=CC=C(C)C=C2)NS(=O)C(C)(C)C)COCC[Si](C)(C)C)C=C1 ((±)-N-(1-(5-cyano-1-((2-(trimethylsilyl)ethoxy)methyl)-1H-benzo[d]imidazol-2-yl)-1-(7-methyl-5-(methylthio)-1-tosyl-1H-indol-4-yl)ethyl)-2-methylpropane-2-sulfinamide), Cl (HCl), CO (MeOH). Reaction conditions: temperature 60 celsius. The product is NC(C)(C1=C2C=CN(C2=C(C=C1SC)C)S(=O)(=O)C1=CC=C(C)C=C1)C1=NC2=C(N1)C=CC(=C2)C#N ((±)-2-(1-Amino-1-(7-methyl-5-(methylthio)-1-tosyl-1H-indol-4-yl)ethyl)-1H-benzo[d]imidazole-5-carbonitrile). Reaction SMILES: [C:1]([C:3]1[CH:4]=[CH:5][C:6]2[N:10]=[C:9]([C:11]([NH:35]S(C(C)(C)C)=O)([C:13]3[C:21]([S:22][CH3:23])=[CH:20][C:19]([CH3:24])=[C:18]4[C:14]=3[CH:15]=[CH:16][N:17]4[S:25]([C:28]3[CH:34]=[CH:33][C:31]([CH3:32])=[CH:30][CH:29]=3)(=[O:27])=[O:26])[CH3:12])[N:8](COCC[Si](C)(C)C)[C:7]=2[CH:50]=1)#[N:2].C(C1C=CC2N(COCC[Si](C)(C)C)C(C(NS(C(C)(C)C)=O)(C3C(SC)=CC(C)=C4C=3C=CN4S(C3C=CC(C)=CC=3)(=O)=O)C)=NC=2C=1)#N.Cl.CO>>[NH2:35][C:11]([C:9]1[NH:10][C:6]2[CH:5]=[CH:4][C:3]([C:1]#[N:2])=[CH:50][C:7]=2[N:8]=1)([C:13]1[C:21]([S:22][CH3:23])=[CH:20][C:19]([CH3:24])=[C:18]2[C:14]=1[CH:15]=[CH:16][N:17]2[S:25]([C:28]1[CH:29]=[CH:30][C:31]([CH3:32])=[CH:33][CH:34]=1)(=[O:27])=[O:26])[CH3:12]. Procedure: To a mixture of (±)-N-(1-(6-cyano-1-((2-(trimethylsilyl)ethoxy)methyl)-1H-benzo[d]imidazol-2-yl)-1-(7-methyl-5-(methylthio)-1-tosyl-1H-indol-4-yl)ethyl)-2-methylpropane-2-sulfinamide and (±)-N-(1-(5-cyano-1-((2-(trimethylsilyl)ethoxy)methyl)-1H-benzo[d]imidazol-2-yl)-1-(7-methyl-5-(methylthio)-1-tosyl-1H-indol-4-yl)ethyl)-2-methylpropane-2-sulfinamide (0.63 g, 0.840 mmol), was added 1.25 M HCl in MeOH (14.00 mL, 16.80 mmol) and the reaction mixture was then heated to 60° C. for 2 h. The reaction... Reactants: COC1=C(C=C2CCC(C2=C1)=O)B1OC(C(O1)(C)C)(C)C (6-methoxy-5-(4,4,5,5-tetramethyl-1,3,2-dioxaborolan-2-yl)-2,3-dihydro-1H-inden-1-one), ClC1=CC=C(N=N1)N(C1CC(NC(C1)(C)C)(C)C)C (6-chloro-N-methyl-N-(2,2,6,6-tetramethylpiperidin-4-yl)pyridazin-3-amine), ClC1=CC=C(N=N1)N(C1CC(NC(C1)(C)C)(C)C)C (6-chloro-N-methyl-N-(2,2,6,6-tetramethylpiperidin-4-yl)pyridazin-3-amine). The product is COC1=C(C=C2CCC(C2=C1)=O)C=1N=NC(=CC1)N(C1CC(NC(C1)(C)C)(C)C)C (6-methoxy-5-(6-(methyl(2,2,6,6-tetramethylpiperidin-4-yl)amino)pyridazin-3-yl)-2,3-dihydro-1H-inden-1-one). The yield is 100.0%. As a reaction SMILES: [CH3:1][O:2][C:3]1[CH:11]=[C:10]2[C:6]([CH2:7][CH2:8][C:9]2=[O:12])=[CH:5][C:4]=1B1OC(C)(C)C(C)(C)O1.Cl[C:23]1[N:28]=[N:27][C:26]([N:29]([CH3:40])[CH:30]2[CH2:35][C:34]([CH3:37])([CH3:36])[NH:33][C:32]([CH3:39])([CH3:38])[CH2:31]2)=[CH:25][CH:24]=1>>[CH3:1][O:2][C:3]1[CH:11]=[C:10]2[C:6]([CH2:7][CH2:8][C:9]2=[O:12])=[CH:5][C:4]=1[C:23]1[N:28]=[N:27][C:26]([N:29]([CH3:40])[CH:30]2[CH2:35][C:34]([CH3:36])([CH3:37])[NH:33][C:32]([CH3:39])([CH3:38])[CH2:31]2)=[CH:25][CH:24]=1. Reported procedure: Following GENERAL METHOD 1-4 for Suzuki coupling using 6-methoxy-5-(4,4,5,5-tetramethyl-1,3,2-dioxaborolan-2-yl)-2,3-dihydro-1H-inden-1-one (300 mg, 1.06 mmol) and 6-chloro-N-methyl-N-(2,2,6,6-tetramethylpiperidin-4-yl)pyridazin-3-amine (Intermediate 1-1, 611 mg, 2.12 mmol) affords 6-methoxy-5-(6-(methyl(2,2,6,6-tetramethylpiperidin-4-yl)amino)pyridazin-3-yl)-2,3-dihydro-1H-inden-1-one (433 mg) MS [M+H+]=409.7. Reactants: COC(c1cccc(C=O)n1)=O, CC1=CN=C(C=C1)N, [C-]#[N+]C1CCCCC1. The reagents and catalysts are O=C(O)C(F)(F)F (trifluoroacetic acid). Run in CC(C)O (isopropyl alcohol), CC(C)O (isopropylalcohol). Run at temperature 22 celsius, time 20 hour. Product: Cc1ccc2nc(c3cccc(C(=O)OC)n3)c(NC3CCCCC3)n2c1. Yield: 36.3%. Reaction SMILES: CC1=CC=C(N)N=C1.[C-]#[N+]C1CCCCC1.COC(=O)C1=NC(C=O)=CC=C1>>COC(=O)C1=NC(=CC=C1)C1=C(NC2CCCCC2)N2C=C(C)C=CC2=N1. The reactants are C(C)(C)(C)OC(=O)N1[C@@H]2C[C@@H]2C[C@H]1CN=[N+]=[N-] ((1R,3S,5R)-3-azidomethyl-2-aza-bicyclo[3.1.0]hexane-2-carboxylic acid tert-butyl ester). The solvent is C1CCOC1 (THF). Reaction conditions: time 8 hour. The product is C(C)(C)(C)OC(=O)N1[C@@H]2C[C@@H]2C[C@H]1CN ((1R,3S,5R)-3-Aminomethyl-2-aza-bicyclo[3.1.0]hexane-2-carboxylic acid tert-butyl ester). RXN SMILES: [C:1]([O:5][C:6]([N:8]1[C@H:13]([CH2:14][N:15]=[N+]=[N-])[CH2:12][C@@H:11]2[C@H:9]1[CH2:10]2)=[O:7])([CH3:4])([CH3:3])[CH3:2]>C1COCC1>[C:1]([O:5][C:6]([N:8]1[C@H:13]([CH2:14][NH2:15])[CH2:12][C@@H:11]2[C@H:9]1[CH2:10]2)=[O:7])([CH3:4])([CH3:3])[CH3:2]. Procedure: (1R,3S,5R)-3-azidomethyl-2-aza-bicyclo[3.1.0]hexane-2-carboxylic acid tert-butyl ester (195 mg, 0.82 mmol) was suspended in THF (10 mL). Air was removed from the flask and replaced with nitrogen three times. Pd/C 10% (20 mg) was added to the solution which was again degassed, placed under a hydrogen atmosphere, and stirred at RT overnight. The catalyst was removed through a 0.45 microns filter, and the filtrate was concentrated in vacuo to give the title compound. MS (LC-MS): 213.0 [M+H]+; tR (H...